Dataset: the Open Reaction Database (ORD), a public repository of structured organic reaction records. Task: describe an organic reaction: reactants, conditions, products, and yield Starting materials: C(C)OCCO (2-ethoxyethanol), N1=CC=CC=C1 (pyridine), FC(F)CC(=S)Cl (difluoromethylthioacetyl chloride). The solvent is ClCCl (dichloromethane). Yields the product FC(F)CC(=S)OCCOCC (2-ethoxyethyl difluoromethylthioacetate). Isolated yield 60.0%. As a reaction SMILES: [CH2:1]([O:3][CH2:4][CH2:5][OH:6])[CH3:2].N1C=CC=CC=1.[F:13][CH:14]([CH2:16][C:17](Cl)=[S:18])[F:15]>ClCCl>[F:13][CH:14]([CH2:16][C:17]([O:6][CH2:5][CH2:4][O:3][CH2:1][CH3:2])=[S:18])[F:15]. Procedure: To a stirred and ice cooled solution of 2-ethoxyethanol (1.2 equivalents) and pyridine (1.3 equivalents) in dichloromethane (5 parts by weight) is dropwise added difluoromethylthioacetyl chloride. After stirring for 4 hours, the mixture is washed with saline, dried and concentrated. The residual liquid is distilled to give oily 2-ethoxyethyl difluoromethylthioacetate. Yield: 60%.